Dataset: the Open Reaction Database (ORD), a public repository of structured organic reaction records. Task: describe an organic reaction: reactants, conditions, products, and yield Reactants: BrCCCCN1C(C2=C(CCC1=O)C=CC=C2)=O (2-(4-bromobutyl)-1,3,4,5-tetrahydro-2-benzazepine-1,3-dione), C1(=CC=CC=C1)N1CCNCC1 (N-phenylpiperazine). The solvent is O1CCOCC1 (dioxane). Product: C1(=CC=CC=C1)N1CCN(CC1)CCCCN1C(C2=C(CCC1=O)C=CC=C2)=O (2-(4-(4-phenylpiperazinyl)butyl)-1,3,4,5-tetrahydro-2-benzazepine-1,3-dione). Isolated yield 72.5%. As a reaction SMILES: Br[CH2:2][CH2:3][CH2:4][CH2:5][N:6]1[C:12](=[O:13])[CH2:11][CH2:10][C:9]2[CH:14]=[CH:15][CH:16]=[CH:17][C:8]=2[C:7]1=[O:18].[C:19]1([N:25]2[CH2:30][CH2:29][NH:28][CH2:27][CH2:26]2)[CH:24]=[CH:23][CH:22]=[CH:21][CH:20]=1>O1CCOCC1>[C:19]1([N:25]2[CH2:30][CH2:29][N:28]([CH2:2][CH2:3][CH2:4][CH2:5][N:6]3[C:12](=[O:13])[CH2:11][CH2:10][C:9]4[CH:14]=[CH:15][CH:16]=[CH:17][C:8]=4[C:7]3=[O:18])[CH2:27][CH2:26]2)[CH:24]=[CH:23][CH:22]=[CH:21][CH:20]=1. Reported procedure: To a solution of 69.4 mg of the compound of Example 16 dissolved in 10 ml of dioxane was added 109 mg (3 equivalents) of N-phenylpiperazine, and the mixture heated under reflux for 17 hours. The reaction treatment and purification were conducted in the same manner as in Example 17 to obtain 63.5 mg of the desired compound (yield 72.5%). The fumarate was obtained by converting the product to fumarate in a conventional manner, followed by recrystallization from acetoneether. Reactants: C1(=CC=CC=C1)C1CC(CC(C1)=O)=O (5-phenylcyclohexane-1,3-dione), NC(CO)C (2-aminopropanol), 4A. Run in O1CCCC1 (tetrahydrofuran). Run at temperature 150 celsius, time 3.5 hour. Product: CC=1NC=2CC(CC(C2C1)=O)C1=CC=CC=C1 (2-methyl-6-phenyl-4,5,6,7-tetrahydroindol-4-one). The yield is 66.8%. As a reaction SMILES: [C:1]1([CH:7]2[CH2:12][C:11](=O)[CH2:10][C:9](=[O:14])[CH2:8]2)[CH:6]=[CH:5][CH:4]=[CH:3][CH:2]=1.[NH2:15][CH:16]([CH3:19])[CH2:17]O>O1CCCC1>[CH3:19][C:16]1[NH:15][C:11]2[CH2:12][CH:7]([C:1]3[CH:2]=[CH:3][CH:4]=[CH:5][CH:6]=3)[CH2:8][C:9](=[O:14])[C:10]=2[CH:17]=1. Procedure: A mixture of 5-phenylcyclohexane-1,3-dione (4.0 g), 2-aminopropanol (2.1 g), molecular sieves 4A (24 g) and tetrahydrofuran (60 ml) was refluxed for 14 hours and cooled, and insoluble materials were filtered off. Under reduced pressure, the solvent was evaporated, and the residue was dissolved in dimethylformamide (100 ml). To the solution were added 2-bromomesitylene (4.2. g), tetrakistriphenylphosphine palladium (0.6 g) and potassium carbonate (5.9 g), and the mixture was stirred at 150° C. fo...